From a dataset of the Open Reaction Database (ORD), a public repository of structured organic reaction records. describe an organic reaction: reactants, conditions, products, and yield Starting materials: O=CC1CN(C(C(=O)O)C2CCCCC2)CC1c1ccccc1, Cl, O=C(O)C(C1CCCCC1)N1CC(CN2CCC(O)(CCCc3ccccc3)CC2)C(c2ccccc2)C1, CC(CCC1CCNCC1)c1ccccc1. The product is CC(CCC1CCN(CC2CN(C(C(=O)O)C3CCCCC3)CC2c2ccccc2)CC1)c1ccccc1. Reaction SMILES: [CH:18](=[O:19])[CH:20]1[CH2:21][N:22]([CH:31]([C:32](=[O:33])[OH:34])[CH:35]2[CH2:36][CH2:37][CH2:38][CH2:39][CH2:40]2)[CH2:23][CH:24]1[c:25]1[cH:26][cH:27][cH:28][cH:29][cH:30]1.[ClH:17].[OH:41][C:42]1([CH2:43][CH2:44][CH2:45][c:46]2[cH:47][cH:48][cH:49][cH:50][cH:51]2)[CH2:52][CH2:53][N:54]([CH2:55][CH:56]2[CH:57]([c:58]3[cH:59][cH:60][cH:61][cH:62][cH:63]3)[CH2:64][N:65]([CH:66]([CH:67]3[CH2:68][CH2:69][CH2:70][CH2:71][CH2:72]3)[C:73]([OH:74])=[O:75])[CH2:76]2)[CH2:77][CH2:78]1.[c:1]1([CH:7]([CH2:8][CH2:9][CH:10]2[CH2:11][CH2:12][NH:13][CH2:14][CH2:15]2)[CH3:16])[cH:2][cH:3][cH:4][cH:5][cH:6]1>>[c:1]1([CH:7]([CH2:8][CH2:9][CH:10]2[CH2:11][CH2:12][N:13]([CH2:18][CH:20]3[CH2:21][N:22]([CH:31]([C:32](=[O:33])[OH:34])[CH:35]4[CH2:36][CH2:37][CH2:38][CH2:39][CH2:40]4)[CH2:23][CH:24]3[c:25]3[cH:26][cH:27][cH:28][cH:29][cH:30]3)[CH2:14][CH2:15]2)[CH3:16])[cH:2][cH:3][cH:4][cH:5][cH:6]1. Reactants: ClC1=C(C=C(C=C1CC1=CC=C(C=C1)OCC)[C@@H]1O[C@@H]([C@H]([C@@H]([C@H]1OCC1=CC=CC=C1)OCC1=CC=CC=C1)OCC1=CC=CC=C1)COCC1=CC=CC=C1)O (2-Chloro-3-(4-ethoxybenzyl)-5-((2S,3S,4R,5R,6R)-3,4,5-tris(benzyloxy)-6-(benzyloxymethyl)tetrahydro-2H-pyran-2-yl)phenol), BrC1=C(C(=C(C(=C1)CC1=CC=C(C=C1)OCC)Cl)OC)OC (1-Bromo-4-chloro-5-(4-ethoxybenzyl)-2,3-dimethoxybenzene). Yields the product BrC=1C=C(C(=C(C1O)O)Cl)CC1=CC=C(C=C1)OCC (6-Bromo-3-chloro-4-(4-ethoxybenzyl)benzene-1,2-diol). Reaction SMILES: ClC1C(CC2C=CC(OCC)=CC=2)=CC([C@H]2[C@H](OCC3C=CC=CC=3)[C@@H](OCC3C=CC=CC=3)[C@H](OCC3C=CC=CC=3)[C@@H](COCC3C=CC=CC=3)O2)=CC=1O.[Br:58][C:59]1[CH:64]=[C:63]([CH2:65][C:66]2[CH:71]=[CH:70][C:69]([O:72][CH2:73][CH3:74])=[CH:68][CH:67]=2)[C:62]([Cl:75])=[C:61]([O:76]C)[C:60]=1[O:78]C>>[Br:58][C:59]1[CH:64]=[C:63]([CH2:65][C:66]2[CH:71]=[CH:70][C:69]([O:72][CH2:73][CH3:74])=[CH:68][CH:67]=2)[C:62]([Cl:75])=[C:61]([OH:76])[C:60]=1[OH:78]. Reported procedure: Similar procedure with preparation of 77 proceeded except for using compound 160 to obtain the compound 201. Starting materials: C, CC(C)(O)CC1CCN(C(=O)c2cc3cc([N+](=O)[O-])ccc3[nH]2)CC1, CO, [Pd]. Product: CC(C)(O)CC1CCN(C(=O)c2cc3cc(N)ccc3[nH]2)CC1. As a reaction SMILES: [C:28].[CH3:1][C:2]([CH2:3][CH:4]1[CH2:5][CH2:6][N:7]([C:10](=[O:11])[c:12]2[nH:13][c:14]3[cH:15][cH:16][c:17]([N+:21]([O-:22])=[O:23])[cH:18][c:19]3[cH:20]2)[CH2:8][CH2:9]1)([CH3:24])[OH:25].[CH3:26][OH:27].[Pd:29]>>[CH3:1][C:2]([CH2:3][CH:4]1[CH2:5][CH2:6][N:7]([C:10](=[O:11])[c:12]2[nH:13][c:14]3[cH:15][cH:16][c:17]([NH2:21])[cH:18][c:19]3[cH:20]2)[CH2:8][CH2:9]1)([CH3:24])[OH:25]. Reactants: [Br-], [Br-], Br, CC(=O)O, [Cu+2], N#CC1=CC(CF)(CF)Oc2ccc(N)cc21, [Na+], [Na+], [Na+], O, O, O, O, O, O, O=S(=O)(O)O, O=S([O-])[O-], O=S(=O)([O-])[O-]. Product: N#CC1=CC(CF)(CF)Oc2ccc(Br)cc21. As a reaction SMILES: [Br-:24].[Br-:26].[BrH:23].[CH3:45][C:46](=[O:47])[OH:48].[Cu+2:43].[NH2:6][c:7]1[cH:8][cH:9][c:10]2[c:11]([cH:22]1)[C:12]([C:20]#[N:21])=[CH:13][C:14]([CH2:16][F:17])([CH2:18][F:19])[O:15]2.[Na+:25].[Na+:31].[Na+:32].[OH2:33].[OH2:34].[OH2:35].[OH2:36].[OH2:37].[OH2:44].[S:1](=[O:2])(=[O:3])([OH:4])[OH:5].[S:27]([O-:28])([O-:29])=[O:30].[S:38]([O-:39])([O-:40])(=[O:41])=[O:42]>>[c:7]1([Br:23])[cH:8][cH:9][c:10]2[c:11]([cH:22]1)[C:12]([C:20]#[N:21])=[CH:13][C:14]([CH2:16][F:17])([CH2:18][F:19])[O:15]2. Reactants: COc1cc(C(=O)Cl)cc(OC)c1OC, CC(C)N1CC2CNCC(C2)C1, ClCCl, [Na+], [OH-], O. The product is COc1cc(C(=O)N2CC3CC(C2)CN(C(C)C)C3)cc(OC)c1OC. RXN SMILES: [CH3:15][O:16][c:17]1[cH:18][c:19]([C:20](=[O:21])[Cl:22])[cH:23][c:24]([O:28][CH3:29])[c:25]1[O:26][CH3:27].[CH:1]([CH3:2])([CH3:3])[N:4]1[CH2:5][CH:6]2[CH2:7][NH:8][CH2:9][CH:10]([CH2:11]1)[CH2:12]2.[Cl:31][CH2:32][Cl:33].[Na+:14].[OH-:13].[OH2:30]>>[CH:1]([CH3:2])([CH3:3])[N:4]1[CH2:5][CH:6]2[CH2:7][N:8]([C:20]([c:19]3[cH:18][c:17]([O:16][CH3:15])[c:25]([O:26][CH3:27])[c:24]([O:28][CH3:29])[cH:23]3)=[O:21])[CH2:9][CH:10]([CH2:11]1)[CH2:12]2. Procedure details: Methyl[3,5-bis(trifluoromethyl)benzyl][2-(4,4,5,5-tetramethyl-1,3,2-dioxaborolan-2-yl)-5-(trifluoromethyl)benzyl]carbamate (100 mg, 0.171 mmol), methyl 2-chloro-2′-fluoro-5′-iodo-4′-methoxybiphenyl-4-carboxylate (71.9 mg, 0.171 mmol), 1,1′-bis(diphenylphosphino) ferrocene-palladium dichloride dichloromethane adduct (13.95 mg, 0.017 mmol), potassium carbonate (0.256 ml, 0.513 mmol) and 1,4-dioxane (1 ml) were sealed and subjected to microwave irradiation for 30 min at 140° C. An aliquot indicated... Run in O1CCOCC1 (1,4-dioxane). Reaction SMILES: [CH3:1][O:2][C:3](=[O:40])[N:4]([CH2:25][C:26]1[CH:31]=[C:30]([C:32]([F:35])([F:34])[F:33])[CH:29]=[C:28]([C:36]([F:39])([F:38])[F:37])[CH:27]=1)[CH2:5][C:6]1[CH:11]=[C:10]([C:12]([F:15])([F:14])[F:13])[CH:9]=[CH:8][C:7]=1B1OC(C)(C)C(C)(C)O1.[Cl:41][C:42]1[CH:47]=[C:46]([C:48]([O:50][CH3:51])=[O:49])[CH:45]=[CH:44][C:43]=1[C:52]1[CH:57]=[C:56](I)[C:55]([O:59][CH3:60])=[CH:54][C:53]=1[F:61].C(=O)([O-])[O-].[K+].[K+]>ClCCl.[Pd](Cl)Cl.C1(P(C2C=CC=CC=2)[C-]2C=CC=C2)C=CC=CC=1.[C-]1(P(C2C=CC=CC=2)C2C=CC=CC=2)C=CC=C1.[Fe+2].O1CCOCC1>[F:39][C:36]([F:38])([F:37])[C:28]1[CH:27]=[C:26]([CH:31]=[C:30]([C:32]([F:34])([F:35])[F:33])[CH:29]=1)[CH2:25][N:4]([CH2:5][C:6]1[CH:11]=[C:10]([C:12]([F:14])([F:13])[F:15])[CH:9]=[CH:8][C:7]=1[C:56]1[CH:57]=[C:52]([C:43]2[CH:44]=[CH:45][C:46]([C:48]([O:50][CH3:51])=[O:49])=[CH:47][C:42]=2[Cl:41])[C:53]([F:61])=[CH:54][C:55]=1[O:59][CH3:60])[C:3]([O:2][CH3:1])=[O:40] |f:2.3.4,5.6.7.8.9|. Reactants: COC(N(CC1=C(C=CC(=C1)C(F)(F)F)B1OC(C(O1)(C)C)(C)C)CC1=CC(=CC(=C1)C(F)(F)F)C(F)(F)F)=O (Methyl[3,5-bis(trifluoromethyl)benzyl][2-(4,4,5,5-tetramethyl-1,3,2-dioxaborolan-2-yl)-5-(trifluoromethyl)benzyl]carbamate), ClC1=C(C=CC(=C1)C(=O)OC)C1=C(C=C(C(=C1)I)OC)F (methyl 2-chloro-2′-fluoro-5′-iodo-4′-methoxybiphenyl-4-carboxylate), C([O-])([O-])=O.[K+].[K+] (potassium carbonate). Reagents/catalysts: ClCCl.[Pd](Cl)Cl.C1(=CC=CC=C1)P([C-]1C=CC=C1)C1=CC=CC=C1.[C-]1(C=CC=C1)P(C1=CC=CC=C1)C1=CC=CC=C1.[Fe+2] (1,1′-bis(diphenylphosphino) ferrocene-palladium dichloride dichloromethane). Product: FC(C=1C=C(CN(C(=O)OC)CC2=C(C=CC(=C2)C(F)(F)F)C=2C=C(C(=CC2OC)F)C2=C(C=C(C=C2)C(=O)OC)Cl)C=C(C1)C(F)(F)F)(F)F (Methyl 2″-{[[3,5-bis(trifluoromethyl)benzyl](methoxycarbonyl)amino]methyl}-2-chloro-6′-fluoro-4′-methoxy-4″-(trifluoromethyl)-1,1′:3′,1″-terphenyl-4-carboxylate). Starting materials: CCOC(=O)CBr, O=C([O-])[O-], CN(C)C=O, [K+], [K+], O, O=Cc1ccc(O)cc1. Product: CCOC(=O)COc1ccc(C=O)cc1. As a reaction SMILES: [Br:16][CH2:17][C:18](=[O:19])[O:20][CH2:21][CH3:22].[C:10](=[O:11])([O-:12])[O-:13].[CH3:24][N:25]([CH3:26])[CH:27]=[O:28].[K+:14].[K+:15].[OH2:23].[OH:1][c:2]1[cH:3][cH:4][c:5]([CH:6]=[O:7])[cH:8][cH:9]1>>[O:1]([c:2]1[cH:3][cH:4][c:5]([CH:6]=[O:7])[cH:8][cH:9]1)[CH2:17][C:18](=[O:19])[O:20][CH2:21][CH3:22]. The reactants are ClC1=CC2=C(OC3=C(CN2C(=O)Cl)C=CC=C3)C=C1 (8-chlorodibenz[b,f][1,4]-oxazepine-10(11H)-carbonyl chloride), CN(C1CCNCC1)C (N,N-dimethyl-4-piperidinamine). Yields the product ClC1=CC2=C(OC3=C(CN2C(=O)N2CCC(CC2)N(C)C)C=CC=C3)C=C1 (8-chloro-10-[[4-(dimethylamino)-1-piperidinyl]carbonyl]-10,1 1-dihydrodibenz[b,f][1,4]oxazepine). The yield is 24.4%. Reaction SMILES: [Cl:1][C:2]1[CH:19]=[CH:18][C:5]2[O:6][C:7]3[CH:17]=[CH:16][CH:15]=[CH:14][C:8]=3[CH2:9][N:10]([C:11](Cl)=[O:12])[C:4]=2[CH:3]=1.[CH3:20][N:21]([CH3:28])[CH:22]1[CH2:27][CH2:26][NH:25][CH2:24][CH2:23]1>>[Cl:1][C:2]1[CH:19]=[CH:18][C:5]2[O:6][C:7]3[CH:17]=[CH:16][CH:15]=[CH:14][C:8]=3[CH2:9][N:10]([C:11]([N:25]3[CH2:26][CH2:27][CH:22]([N:21]([CH3:28])[CH3:20])[CH2:23][CH2:24]3)=[O:12])[C:4]=2[CH:3]=1. Procedure details: The title compound of Example 2 (1.0 g, 3.40 mmol) was reacted with N,N-dimethyl-4-piperidinamine (0.48 g, 3.74 mmol) by the method of Example 4. Following chromatographic separation, 0.32 g of the title product was obtained. The reactants are [OH-].[Na+] (sodium hydroxide), C(=C)C1=NC=CN=C1 (vinylpyrazine), C(C)N (ethylamine), C(C)(=O)O (acetic acid). The solvent is CO (methanol), O (water). Run at temperature 70 celsius. The product is C(C)NCCC1=NC=CN=C1 (β-ethylaminoethylpyrazine). Isolated yield 81.0%. As a reaction SMILES: [CH:1]([C:3]1[CH:8]=[N:7][CH:6]=[CH:5][N:4]=1)=[CH2:2].[CH2:9]([NH2:11])[CH3:10].C(O)(=O)C.[OH-].[Na+]>O.CO>[CH2:9]([NH:11][CH2:2][CH2:1][C:3]1[CH:8]=[N:7][CH:6]=[CH:5][N:4]=1)[CH3:10] |f:3.4|. Reported procedure: A mixture of 21.2 g (0.2 mole) of vinylpyrazine, 18.0 g (0.4 mole) of ethylamine, 6.0 g (0.1 mole) of acetic acid and 60 ml methanol was placed in a pressure bottle and heated at 70° C. for 24 hours. After removing the methanol, the residue was made basic with 8.0 g (0.2 mole) of sodium hydroxide in 80 ml of water and extracted with several portions of chloroform. After removing the chloroform, the residue was distilled to give 24.5 g of β-ethylaminoethylpyrazine, b.p. 70°-72° C. at 0.5 mm Hg, n... The reactants are (+/−)-(2R*,3R*)-2-(3-chlorophenyl)-3,5,5-tiimethyl-2-morpholinol hydrochloride, Cl.ClC=1C=C(C=CC1)[C@@]1([C@H](NC(CO1)(C)C)C)O ((+/−)-(2R*,3R*)-2-(3-chlorophenyl)-3,5,5-trimethyl-2-morpholinol hydrochloride), [OH-].[Na+] (sodium hydroxide), C(C)OCC (diethyl ether). Run in O (water). Conditions: time 30 minute. The product is ClC=1C=C(C=CC1)C1(C(NC(CO1)(C)C)C)O (2-(3-chlorophenyl)-3,5,5-trimethyl-2-morpholinol). Reaction SMILES: Cl.[Cl:2][C:3]1[CH:4]=[C:5]([C@@:9]2([OH:18])[O:14][CH2:13][C:12]([CH3:16])([CH3:15])[NH:11][C@@H:10]2[CH3:17])[CH:6]=[CH:7][CH:8]=1.C(OCC)C.[OH-].[Na+]>O>[Cl:2][C:3]1[CH:4]=[C:5]([C:9]2([OH:18])[O:14][CH2:13][C:12]([CH3:15])([CH3:16])[NH:11][CH:10]2[CH3:17])[CH:6]=[CH:7][CH:8]=1 |f:0.1,3.4|. Procedure: (+/−)-(2R*,3R*)-2-(3-chlorophenyl)-3,5,5-tiimethyl-2-morpholinol hydrochloride may be converted back to its free base by the following process. A 3.0 g sample of (+/−)-(2R*,3R*)-2-(3-chlorophenyl)-3,5,5-trimethyl-2-morpholinol hydrochloride was dissolved in water (100 mL) and diethyl ether was added (200 mL). The mixture was chilled in an ice bath and the pH was adjusted to>10 with 1.0N aqueous sodium hydroxide. After stirring for 30 min., the phases were separated and the aqueous phase was extr...